Dataset: the Open Reaction Database (ORD), a public repository of structured organic reaction records. Task: describe an organic reaction: reactants, conditions, products, and yield Starting materials: O=C(c1ccc(OCc2ccccc2)cc1)c1n[nH]c2c(C(F)(F)F)cccc12, BrC1CCCC1, [H-], [Na+], CN(C)C=O. The product is O=C(c1ccc(OCc2ccccc2)cc1)c1nn(C2CCCC2)c2c(C(F)(F)F)cccc12. Reaction SMILES: [CH2:1]([c:2]1[cH:3][cH:4][cH:5][cH:6][cH:7]1)[O:8][c:9]1[cH:10][cH:11][c:12]([C:15](=[O:16])[c:17]2[n:18][nH:19][c:20]3[c:21]([C:26]([F:27])([F:28])[F:29])[cH:22][cH:23][cH:24][c:25]23)[cH:13][cH:14]1.[CH:32]1([Br:37])[CH2:33][CH2:34][CH2:35][CH2:36]1.[H-:30].[Na+:31].[O:38]=[CH:39][N:40]([CH3:41])[CH3:42]>>[CH2:1]([c:2]1[cH:3][cH:4][cH:5][cH:6][cH:7]1)[O:8][c:9]1[cH:10][cH:11][c:12]([C:15](=[O:16])[c:17]2[n:18][n:19]([CH:32]3[CH2:33][CH2:34][CH2:35][CH2:36]3)[c:20]3[c:21]([C:26]([F:27])([F:28])[F:29])[cH:22][cH:23][cH:24][c:25]23)[cH:13][cH:14]1. Starting materials: Cl.COC(C1=CC=C(C=C1)CN)=O (4-Aminomethylbenzoic acid methyl ester, hydrochloride salt), C1(CC1)=C1CCC(CC1)=O (4-Cyclopropylidenecyclohexanone), C([O-])([O-])=O.[K+].[K+] (potassium carbonate), C(C)(=O)O[BH-](OC(C)=O)OC(C)=O.[Na+] (sodium triacetoxyborohydride). Solvent: ClCCl (dichloromethane), ClCCl (dichloromethane), ClCC(C)Cl (1,2 dichloropropane), C(C)(=O)O (acetic acid). Yields the product COC(C1=CC=C(C=C1)CNC1CCC(CC1)=C1CC1)=O (4-[(4-cyclopropylidenecyclohexylamino)methyl]benzoic acid methyl ester). Isolated yield 35.0%. RXN SMILES: Cl.[CH3:2][O:3][C:4](=[O:13])[C:5]1[CH:10]=[CH:9][C:8]([CH2:11][NH2:12])=[CH:7][CH:6]=1.C(=O)([O-])[O-].[K+].[K+].[C:20]1(=[C:23]2[CH2:28][CH2:27][C:26](=O)[CH2:25][CH2:24]2)[CH2:22][CH2:21]1.C(O[BH-](OC(=O)C)OC(=O)C)(=O)C.[Na+]>ClCC(Cl)C.ClCCl.C(O)(=O)C>[CH3:2][O:3][C:4](=[O:13])[C:5]1[CH:10]=[CH:9][C:8]([CH2:11][NH:12][CH:26]2[CH2:27][CH2:28][C:23](=[C:20]3[CH2:22][CH2:21]3)[CH2:24][CH2:25]2)=[CH:7][CH:6]=1 |f:0.1,2.3.4,6.7|. Reported procedure: 4-Aminomethylbenzoic acid methyl ester, hydrochloride salt (2.2 g, 11 mmol) was suspended in 1,2 dichloropropane (30 mL) and an aqueous saturated solution of potassium carbonate (15 mL) was added. The next day the organic phase was isolated and dried (MgSO4). 4-Cyclopropylidenecyclohexanone (1.5 g, 11 mmol) dissolved in dichloromethane (15 mL) was added followed by addition of acetic acid (400 μL) and sodium triacetoxyborohydride (3.3 g, 16.5 mmol). After 72 hours at 20° C. the reaction mixture ... The reactants are ClC1=CC(=C(N)C=C1)F (4-Chloro-2-fluoroaniline), Cl.ClC1=NC=NC2=CC(=C(C=C12)OC)OCCN(C1=NC=NC(=C1)C)C (4-chloro-6-methoxy-7-(2-(N-methyl-N-(6-methylpyrimidin-4-yl)amino)ethoxy)quinazoline hydrochloride). Run in C(C)(C)O (isopropanol). Yields the product Cl.ClC1=CC(=C(NC2=NC=NC3=CC(=C(C=C23)OC)OCCN(C2=NC=NC(=C2)C)C)C=C1)F (4-(4-chloro-2-fluoroanilino)-6-methoxy-7-(2-(N-methyl-N-(6-methylpyrimidin-4-yl)amino)ethoxy)quinazoline hydrochloride). The yield is 56.0%. As a reaction SMILES: [Cl:1][C:2]1[CH:8]=[CH:7][C:5]([NH2:6])=[C:4]([F:9])[CH:3]=1.Cl.Cl[C:12]1[C:21]2[C:16](=[CH:17][C:18]([O:24][CH2:25][CH2:26][N:27]([CH3:35])[C:28]3[CH:33]=[C:32]([CH3:34])[N:31]=[CH:30][N:29]=3)=[C:19]([O:22][CH3:23])[CH:20]=2)[N:15]=[CH:14][N:13]=1>C(O)(C)C>[ClH:1].[Cl:1][C:2]1[CH:8]=[CH:7][C:5]([NH:6][C:12]2[C:21]3[C:16](=[CH:17][C:18]([O:24][CH2:25][CH2:26][N:27]([CH3:35])[C:28]4[CH:33]=[C:32]([CH3:34])[N:31]=[CH:30][N:29]=4)=[C:19]([O:22][CH3:23])[CH:20]=3)[N:15]=[CH:14][N:13]=2)=[C:4]([F:9])[CH:3]=1 |f:1.2,4.5|. Procedure details: 4-Chloro-2-fluoroaniline (77 mg, 0.53 mmol) was added to a solution of 4-chloro-6-methoxy-7-(2-(N-methyl-N-(6-methylpyrimidin-4-yl)amino)ethoxy)quinazoline hydrochloride (140 mg, 0.35 mmol) in isopropanol (5 ml) and the mixture heated at reflux for 1 hour. The solvent was removed by evaporation and the residue was partitioned between ethyl acetate and saturated aqueous sodium hydrogen carbonate solution. The organic layer was separated, washed with brine, dried (MgSO4) and the solvent removed by... Procedure: The title compound was prepared following procedure for 23a using 2-fluorophenyl hydrazine instead of phenyl hydrazine. 1H-NMR (DMSO-d6) δ (ppm): 7.37 (3H, m), 7.52 (2H, m), 7.81 (2H, m), 8.74 (1H, s). m/z 298.3 (MH+). The reactants are FC1=CC=2C=3C(=CNC2C=C1)C(N(N3)C3=CC=CC=C3)=O (8-Fluoro-2-phenyl-2,5-dihydro-pyrazolo-[4,3-c]quinolin-3-one), FC1=C(C=CC=C1)NN (2-fluorophenyl hydrazine). The product is FC1=CC=2C=3C(=CNC2C=C1)C(N(N3)C3=C(C=CC=C3)F)=O (8-Fluoro-2-(2′-fluorophenyl)-2,5-dihydro-pyrazolo-[4,3-c]quinolin-3-one). Reaction SMILES: [F:1][C:2]1[CH:11]=[CH:10][C:9]2[NH:8][CH:7]=[C:6]3[C:12](=[O:21])[N:13]([C:15]4[CH:20]=[CH:19][CH:18]=[CH:17][CH:16]=4)[N:14]=[C:5]3[C:4]=2[CH:3]=1.[F:22]C1C=CC=CC=1NN>>[F:1][C:2]1[CH:11]=[CH:10][C:9]2[NH:8][CH:7]=[C:6]3[C:12](=[O:21])[N:13]([C:15]4[CH:20]=[CH:19][CH:18]=[CH:17][C:16]=4[F:22])[N:14]=[C:5]3[C:4]=2[CH:3]=1. The reactants are C(C)(=O)OC(C)=O (acetic anhydride), C(Cl)Cl (methylene chloride), Cl.OC1=C(C(=O)NC2=C(C(=O)OC)C=CC(=C2)C2=CC=CC=C2)C=CC(=C1)OC1CCNCC1 (methyl 2-(2-hydroxy-4-(piperidin-4-yloxy)benzamido)-4-phenylbenzoate hydrochloride), C(C)(=O)OC(C)=O (acetic anhydride). RXN SMILES: [C:1](OC(=O)C)(=[O:3])[CH3:2].C(Cl)Cl.Cl.[OH:12][C:13]1[CH:37]=[C:36]([O:38][CH:39]2[CH2:44][CH2:43][NH:42][CH2:41][CH2:40]2)[CH:35]=[CH:34][C:14]=1[C:15]([NH:17][C:18]1[CH:27]=[C:26]([C:28]2[CH:33]=[CH:32][CH:31]=[CH:30][CH:29]=2)[CH:25]=[CH:24][C:19]=1[C:20]([O:22][CH3:23])=[O:21])=[O:16]>N1C=CC=CC=1>[C:1]([N:42]1[CH2:41][CH2:40][CH:39]([O:38][C:36]2[CH:35]=[CH:34][C:14]([C:15]([NH:17][C:18]3[CH:27]=[C:26]([C:28]4[CH:29]=[CH:30][CH:31]=[CH:32][CH:33]=4)[CH:25]=[CH:24][C:19]=3[C:20]([O:22][CH3:23])=[O:21])=[O:16])=[C:13]([OH:12])[CH:37]=2)[CH2:44][CH2:43]1)(=[O:3])[CH3:2] |f:2.3|. Reported procedure: Under ice-cooling, pyridine (0.010 mL) and acetic anhydride (4.0 μL) were sequentially added to a methylene chloride (1 mL) suspension of the obtained methyl 2-(2-hydroxy-4-(piperidin-4-yloxy)benzamido)-4-phenylbenzoate hydrochloride (0.017 g), followed by stirring at room temperature for 1 hour. Pyridine (0.49 mL) and acetic anhydride (4.0 μL) were sequentially added to the reaction mixture, followed by stirring at room temperature for 1 hour. The solvent was evaporated under reduced pressure, ... Conditions: time 1 hour. Solvent: N1=CC=CC=C1 (pyridine), N1=CC=CC=C1 (Pyridine). Product: C(C)(=O)N1CCC(CC1)OC1=CC(=C(C(=O)NC2=C(C(=O)OC)C=CC(=C2)C2=CC=CC=C2)C=C1)O (methyl 2-(4-((1-acetylpiperidin-4-yl)oxy)-2-hydroxybenzamido)-4-phenylbenzoate). Reactants: CC=1N(C(=CC1)C)C=1C(=NC(=C(C1)C(F)(F)F)OCC)C(=O)OC (Methyl 3-(2,5-dimethyl-1H-pyrrol-1-yl)-6-ethoxy-5-(trifluoromethyl)picolinate), [OH-].[Na+] (NaOH). Run in C1CCOC1 (THF). Product: CC=1N(C(=CC1)C)C=1C(=NC(=C(C1)C(F)(F)F)OCC)C(=O)O (3-(2,5-Dimethyl-1H-pyrrol-1-yl)-6-ethoxy-5-(trifluoromethyl)picolinic acid). As a reaction SMILES: [CH3:1][C:2]1[N:3]([C:8]2[C:9]([C:21]([O:23]C)=[O:22])=[N:10][C:11]([O:18][CH2:19][CH3:20])=[C:12]([C:14]([F:17])([F:16])[F:15])[CH:13]=2)[C:4]([CH3:7])=[CH:5][CH:6]=1.[OH-].[Na+]>C1COCC1>[CH3:7][C:4]1[N:3]([C:8]2[C:9]([C:21]([OH:23])=[O:22])=[N:10][C:11]([O:18][CH2:19][CH3:20])=[C:12]([C:14]([F:15])([F:16])[F:17])[CH:13]=2)[C:2]([CH3:1])=[CH:6][CH:5]=1 |f:1.2|. Reported procedure: Methyl 3-(2,5-dimethyl-1H-pyrrol-1-yl)-6-ethoxy-5-(trifluoromethyl)picolinate (140 mg, 0.409 mmol) was dissolved in THF (2.045 ml). NaOH (0.613 ml, 1.226 mmol) was added and heated at reflux for 6 hours. The solvent was removed in vacuo and the resulting mixture was diluted with EtOAc (25 ml) was acidified to pH 1 using HCl (5M). The organic portion washed with brine, dried using a phase separator and concentrated in vacuo to afford the title compound as a yellow oil. Starting materials: P12(=S)SP3(=S)SP(=S)(S1)SP(=S)(S2)S3 (Phosphorus pentasulphide), FC(C1=CC=CC=2C(NC3=C(SC21)C=CCC3)=O)(F)F (4-trifluoromethyl-9,10-dihydrodibenzo[b,f][1,4]thiazepin-11-one), O (water). The solvent is N1=CC=CC=C1 (pyridine). The product is FC(C1=CC=CC=2C(NC3=C(SC21)C=CC=C3)=S)(F)F (4-Trifluoromethyl-10,11-dihydrodibenzo[b,f][1,4]thiazepin-11-thione). Yield: 80.8%. Reaction SMILES: P12(SP3(SP(SP(S3)(S1)=S)(=S)S2)=S)=[S:2].[F:15][C:16]([F:34])([F:33])[C:17]1[C:27]2[S:26][C:25]3[CH:28]=[CH:29][CH2:30][CH2:31][C:24]=3[NH:23][C:22](=O)[C:21]=2[CH:20]=[CH:19][CH:18]=1.O>N1C=CC=CC=1>[F:15][C:16]([F:34])([F:33])[C:17]1[C:27]2[S:26][C:25]3[CH:28]=[CH:29][CH:30]=[CH:31][C:24]=3[NH:23][C:22](=[S:2])[C:21]=2[CH:20]=[CH:19][CH:18]=1. Procedure details: Phosphorus pentasulphide (0.6 g, 2.5 mmol) was added to a stirred solution of 4-trifluoromethyl-9,10-dihydrodibenzo[b,f][1,4]thiazepin-11-one (0.59 g, 2 mmol) in pyridine (20 ml). The mixture was heated under reflux for 6.5 hr and then at room temperature overnight before hot water (40 ml) added. Filtration and recrystallisation from ethanol gave the title compound as fine yellow needles (0.503 g, m.p. 265°-267° C., Rf 0.65, petrol/EtOAc 1:1).